Task: describe an organic reaction: reactants, conditions, products, and yield. Dataset: the Open Reaction Database (ORD), a public repository of structured organic reaction records The reactants are [N+](=O)([O-])C=1C=NC(=NC1)N (5-nitro-pyrimidin-2-ylamine), N1(CCCC1)CCNC(=O)C1=NC=C(C=C1)Br (5-Bromo-Pyridine-2-Carboxylic Acid (2-Pyrrolidin-1-yl-Ethyl)-Amide), C([O-])([O-])=O.[Cs+].[Cs+] (cesium carbonate), C1(=CC=CC=C1)P(C1=CC=CC=2C(C3=CC=CC(=C3OC12)P(C1=CC=CC=C1)C1=CC=CC=C1)(C)C)C1=CC=CC=C1 (4,5-bis(diphenylphosphino)-9,9-dimethyl xanthene). The reagents and catalysts are [Pd].[Pd].C(C1=CC=CC=C1)=CC(=O)C=CC1=CC=CC=C1.C(C1=CC=CC=C1)=CC(=O)C=CC1=CC=CC=C1.C(C1=CC=CC=C1)=CC(=O)C=CC1=CC=CC=C1 (tris(dibenzylideneacetone) dipalladium). Solvent: C(Cl)Cl.CO (DCM MeOH). The product is N1(CCCC1)CCNC(=O)C1=NC=C(C=C1)NC1=NC=C(C=N1)[N+](=O)[O-] (5-(5-Nitro-Pyrimidin-2-ylamino)-Pyridine-2-Carboxylic Acid (2-Pyrrolidin-1-yl-Ethyl)-Amide). The yield is 35.0%. Reaction SMILES: [N+:1]([C:4]1[CH:5]=[N:6][C:7]([NH2:10])=[N:8][CH:9]=1)([O-:3])=[O:2].[N:11]1([CH2:16][CH2:17][NH:18][C:19]([C:21]2[CH:26]=[CH:25][C:24](Br)=[CH:23][N:22]=2)=[O:20])[CH2:15][CH2:14][CH2:13][CH2:12]1.C(=O)([O-])[O-].[Cs+].[Cs+].C1(P(C2C=CC=CC=2)C2C3OC4C(=CC=CC=4P(C4C=CC=CC=4)C4C=CC=CC=4)C(C)(C)C=3C=CC=2)C=CC=CC=1>[Pd].[Pd].C(=CC(C=CC1C=CC=CC=1)=O)C1C=CC=CC=1.C(=CC(C=CC1C=CC=CC=1)=O)C1C=CC=CC=1.C(=CC(C=CC1C=CC=CC=1)=O)C1C=CC=CC=1.C(Cl)Cl.CO>[N:11]1([CH2:16][CH2:17][NH:18][C:19]([C:21]2[CH:26]=[CH:25][C:24]([NH:10][C:7]3[N:8]=[CH:9][C:4]([N+:1]([O-:3])=[O:2])=[CH:5][N:6]=3)=[CH:23][N:22]=2)=[O:20])[CH2:15][CH2:14][CH2:13][CH2:12]1 |f:2.3.4,6.7.8.9.10,11.12|. Reported procedure: In a dry 50 mL round bottom flask 5-nitro-pyrimidin-2-ylamine (0.2 g, 1.36 mmol), intermediate 21 (Example 29) (0.61 g, 2.04 mmol), cesium carbonate (1.33 g, 4.08 mmol), 4,5-bis(diphenylphosphino)-9,9-dimethyl xanthene (0.157 g, 0.272 mmol) and tris(dibenzylideneacetone) dipalladium (0.124 g, 0.136 mmol) were combined. Reactants were flushed with argon, diluted with dioxane (8 mL) and outfitted with reflux condenser. Reaction was heated to reflux for 18 h. Reaction was then filtered hot and solv... Reactants: CC=1C=CC=C2C=C(N(C(C12)=O)C1=CC=CC=C1)[C@H](C)NC1=C2N=CN(C2=NC=N1)C1OCCCC1 (8-methyl-2-phenyl-3-((1S)-1-(9-(tetrahydro-2H-pyran-2-yl)-9H-purin-6-ylamino)ethyl)isoquinolin-1(2H)-one), N[C@@H](C)C=1N(C(C2=C(C=CC=C2C1)C)=O)C1=CC=CC=C1 ((S)-3-(1-aminoethyl)-8-methyl-2-phenylisoquinolin-1(2H)-one), N[C@@H](C)C=1N(C(C2=C(C=CC=C2C1)C)=O)C1=CC=CC=C1 ((S)-3-(1-aminoethyl)-8-methyl-2-phenylisoquinolin-1(2H)-one), ClC1=C2N=CN(C2=NC=N1)C1OCCCC1 (6-chloro-9-(tetrahydro-2H-pyran-2-yl)-9H-purine), CCN(C(C)C)C(C)C (DIPEA). Solvent: CCCCO (n-BuOH). Product: N1=CN=C2NC=NC2=C1N[C@@H](C)C=1N(C(C2=C(C=CC=C2C1)C)=O)C1=CC=CC=C1 ((S)-3-(1-(9H-purin-6-ylamino)ethyl)-8-methyl-2-phenylisoquinolin-1(2H)-one), CC=1C=CC=C2C=C(N(C(C12)=O)C1=CC=CC=C1)[C@H](C)NC1=C2N=CN(C2=NC=N1)C1OCCCC1 (8-methyl-2-phenyl-3-((1S)-1-(9-(tetrahydro-2H-pyran-2-yl)-9H-purin-6-ylamino)ethyl)isoquinolin-1(2H)-one). Yield: 60.0%. RXN SMILES: N[C@H](C1N(C2C=CC=CC=2)C(=O)C2C(C=1)=CC=CC=2C)C.ClC1N=CN=C2C=1N=CN2C1CCCCO1.CCN(C(C)C)C(C)C.[CH3:47][C:48]1[CH:49]=[CH:50][CH:51]=[C:52]2[C:57]=1[C:56](=[O:58])[N:55]([C:59]1[CH:64]=[CH:63][CH:62]=[CH:61][CH:60]=1)[C:54]([C@@H:65]([NH:67][C:68]1[N:76]=[CH:75][N:74]=[C:73]3[C:69]=1[N:70]=[CH:71][N:72]3[CH:77]1[CH2:82][CH2:81][CH2:80][CH2:79][O:78]1)[CH3:66])=[CH:53]2>CCCCO>[N:76]1[C:68]([NH:67][C@H:65]([C:54]2[N:55]([C:59]3[CH:64]=[CH:63][CH:62]=[CH:61][CH:60]=3)[C:56](=[O:58])[C:57]3[C:52]([CH:53]=2)=[CH:51][CH:50]=[CH:49][C:48]=3[CH3:47])[CH3:66])=[C:69]2[C:73]([NH:72][CH:71]=[N:70]2)=[N:74][CH:75]=1.[CH3:47][C:48]1[CH:49]=[CH:50][CH:51]=[C:52]2[C:57]=1[C:56](=[O:58])[N:55]([C:59]1[CH:60]=[CH:61][CH:62]=[CH:63][CH:64]=1)[C:54]([C@@H:65]([NH:67][C:68]1[N:76]=[CH:75][N:74]=[C:73]3[C:69]=1[N:70]=[CH:71][N:72]3[CH:77]1[CH2:82][CH2:81][CH2:80][CH2:79][O:78]1)[CH3:66])=[CH:53]2. Procedure: 3-(1-Aminoethyl)-8-methyl-2-phenylisoquinolin-1(2H)-one (compound 4704) (200 mg, 0.72 mmol), 6-chloro-9-(tetrahydro-2H-pyran-2-yl)-9H-purine (344 mg, 1.44 mmol) and DIPEA (279 mg, 2.16 mmol) were dissolved in n-BuOH (20 ml), and the resulting mixture was stirred at reflux for 16 h. The reaction mixture was concentrated in vacuo and purified by flash column chromatography on silica gel (eluting with 30% to 50% Hex/EA) to afford the desired product, 8-methyl-2-phenyl-3-((1S)-1-(9-(tetrahydro-2H-py...